Dataset: the Open Reaction Database (ORD), a public repository of structured organic reaction records. Task: describe an organic reaction: reactants, conditions, products, and yield Starting materials: COC1=CC(=C(C=C1)C1=C2CCC(C2=CC=C1)=O)[N+](=O)[O-] (4-(4-Methoxy-2-nitrophenyl)indan-1-one), P(OCC)(OCC)OCC (P(OEt)3). Conditions: temperature 90 celsius, time 3 day. Product: COC=1C=CC=2C=3C4=C(C=CC3NC2C1)C(CC4)=O (8-Methoxy-1,6-dihydrocyclopenta[c]carbazol-3(2H)-one). RXN SMILES: [CH3:1][O:2][C:3]1[CH:8]=[CH:7][C:6]([C:9]2[CH:17]=[CH:16][CH:15]=[C:14]3[C:10]=2[CH2:11][CH2:12][C:13]3=[O:18])=[C:5]([N+:19]([O-])=O)[CH:4]=1.P(OCC)(OCC)OCC>>[CH3:1][O:2][C:3]1[CH:8]=[CH:7][C:6]2[C:9]3[C:10]4[CH2:11][CH2:12][C:13](=[O:18])[C:14]=4[CH:15]=[CH:16][C:17]=3[NH:19][C:5]=2[CH:4]=1. Procedure: Biphenyl 35 obtained (5.59 g) was divided into five portions (1.11 g each); then P(OEt)3 (per 7 mL) was added to each portion. The resulting mixture was subjected to argon blow in a flask, heated up to 90° C., kept at this temperature for 3 days, and cooled down. Carbazole was precipitated. Then the reaction mixture was diluted with ether; the precipitate was filtered off and washed with CH2Cl2. If the initial biphenyl remained in the filtrate (TLC monitoring, eluent: hexane-ethyl acetate, 1:1),... Reactants: Cl (Hydrogen chloride), N[C@H](C(C(=O)O)O)CC(C)C ((2RS, 3S)-3-amino-2-hydroxy-5-methylhexanoic acid), C1=CC=CC=C1 (benzene). Solvent: C(C)(C)O (isopropyl alcohol). Product: Cl.N[C@H](C(C(=O)OC(C)C)O)CC(C)C (isopropyl (2RS, 3S)-3-amino-2-hydroxy-5-methylhexanoate hydrochloride). RXN SMILES: [ClH:1].[NH2:2][C@@H:3]([CH2:9][CH:10]([CH3:12])[CH3:11])[CH:4]([OH:8])[C:5]([OH:7])=[O:6].[CH:13]1[CH:18]=CC=C[CH:14]=1>C(O)(C)C>[ClH:1].[NH2:2][C@@H:3]([CH2:9][CH:10]([CH3:12])[CH3:11])[CH:4]([OH:8])[C:5]([O:7][CH:13]([CH3:18])[CH3:14])=[O:6] |f:4.5|. Reported procedure: Hydrogen chloride was passed into a solution of 4.0 g of (2RS, 3S)-3-amino-2-hydroxy-5-methylhexanoic acid in 50 ml of isopropyl alcohol with stirring under ice-cooling, and then 100 ml of dry benzene was added to the reaction mixture, and the mixture was heated under reflux for 10 minutes while removing water formed during the reaction using a molecular sieve. The reaction mixture was evaporated to dryness under reduced pressure to obtain 5.7 g of isopropyl (2RS, 3S)-3-amino-2-hydroxy-5-methylh... Reactants: resultant mixture, Cl (hydrochloric acid), ON1N=NC2=C1C=CC=C2 (N-hydroxybenzotriazole), CN(CCCN=C=NCC)C (1-(3-dimethylaminopropyl)-3-ethylcarbodiimide), CN1CCOCC1 (4-methylmorpholine), C(C)N1C(CCC1)CN ((1-ethylpyrrolidin-2-yl)methanamine), COC(=O)C=1C=C2CC(C(NC2=CC1)C=1C=C(C(=O)O)C=CC1)(C)C (3-(6-(methoxycarbonyl)-3,3-dimethyl-1,2,3,4-tetrahydroquinolin-2-yl)benzoic acid). Run in ClCCl (dichloromethane). Conditions: time 30 minute. The product is C(C)N1C(CCC1)CNC(=O)C=1C=C(C=CC1)C1NC2=CC=C(C=C2CC1(C)C)C(=O)OC (methyl 2-(3-((1-ethylpyrrolidin-2-yl)methylcarbamoyl)phenyl)-3,3-dimethyl-1,2,3,4-tetrahydroquinoline-6-carboxylate). Isolated yield 122.7%. Reaction SMILES: [CH3:1][O:2][C:3]([C:5]1[CH:6]=[C:7]2[C:12](=[CH:13][CH:14]=1)[NH:11][CH:10]([C:15]1[CH:16]=[C:17]([CH:21]=[CH:22][CH:23]=1)[C:18](O)=[O:19])[C:9]([CH3:25])([CH3:24])[CH2:8]2)=[O:4].ON1C2C=CC=CC=2N=N1.CN(C)CCCN=C=NCC.Cl.CN1CCOCC1.[CH2:55]([N:57]1[CH2:61][CH2:60][CH2:59][CH:58]1[CH2:62][NH2:63])[CH3:56]>ClCCl>[CH2:55]([N:57]1[CH2:61][CH2:60][CH2:59][CH:58]1[CH2:62][NH:63][C:18]([C:17]1[CH:16]=[C:15]([CH:10]2[C:9]([CH3:24])([CH3:25])[CH2:8][C:7]3[C:12](=[CH:13][CH:14]=[C:5]([C:3]([O:2][CH3:1])=[O:4])[CH:6]=3)[NH:11]2)[CH:23]=[CH:22][CH:21]=1)=[O:19])[CH3:56]. Reported procedure: To a suspension of 3-(6-(methoxycarbonyl)-3,3-dimethyl-1,2,3,4-tetrahydroquinolin-2-yl)benzoic acid (100 mg, 0.29 mmol, 1.0 eq.) in dichloromethane (6.7 ml) was added N-hydroxybenzotriazole (59.7 mg, 0.44 mmol, 1.5 eq.) and 1-(3-dimethylaminopropyl)-3-ethylcarbodiimide.hydrochloric acid (169.7 mg, 0.88 mmol, 3.0 eq.), followed by 4-methylmorpholine (89.5 mg, 0.88 mmol) and the resultant mixture was stirred at room temperature for 40 min. Then (1-ethylpyrrolidin-2-yl)methanamine (0.33 mmol, 1.1 e... Reactants: ClC1=C(C=C(C=C1)NCCNC(C(=O)OC(C)(C)C)C)C(NCC12CC3CC(CC(C1)C3)C2)=O ([2-[4-chloro-3-(tricyclo[3.3.1.13,7]dec-1-ylmethyl)carbamoyl-phenylamino]-ethylamino]-propionic acid, 1,1-dimethylethyl ester), FC(C(=O)O)(F)F (trifluoroacetic acid). The solvent is ClCCl (dichloromethane). Yields the product ClC1=C(C=C(C=C1)NCCNC(C(=O)O)C)C(NCC12CC3CC(CC(C1)C3)C2)=O ([2-[4-Chloro-3-(tricyclo[3.3.1.13,7]dec-1-ylmethyl)carbamoyl-phenylamino]-ethylamino]-propionic acid). Yield: 5.6%. As a reaction SMILES: [Cl:1][C:2]1[CH:7]=[CH:6][C:5]([NH:8][CH2:9][CH2:10][NH:11][CH:12]([CH3:20])[C:13]([O:15]C(C)(C)C)=[O:14])=[CH:4][C:3]=1[C:21](=[O:34])[NH:22][CH2:23][C:24]12[CH2:33][CH:28]3[CH2:29][CH:30]([CH2:32][CH:26]([CH2:27]3)[CH2:25]1)[CH2:31]2.FC(F)(F)C(O)=O>ClCCl>[Cl:1][C:2]1[CH:7]=[CH:6][C:5]([NH:8][CH2:9][CH2:10][NH:11][CH:12]([CH3:20])[C:13]([OH:15])=[O:14])=[CH:4][C:3]=1[C:21](=[O:34])[NH:22][CH2:23][C:24]12[CH2:33][CH:28]3[CH2:29][CH:30]([CH2:32][CH:26]([CH2:27]3)[CH2:25]1)[CH2:31]2. Procedure: To a solution of [2-[4-chloro-3-(tricyclo[3.3.1.13,7]dec-1-ylmethyl)carbamoyl-phenylamino]-ethylamino]-propionic acid, 1,1-dimethylethyl ester (0.20 g, Example 7a) in dichloromethane (5 ml), was added trifluoroacetic acid (2 ml). After 15 h the solution was concentrated and purified by RPHPLC (eluting with 15-95% MeCN in 0.1% AcONH4 aqueous) to afford the title compound as a solid (0.010 g). The reactants are C(C1=CC=C(C(=O)[O-])C=C1)(=O)[O-].[Na+].[Na+] (disodium terephthalate), ( 5a ), Cl (hydrochloric acid), ( 4 ), ( 5 ). The product is C(C1=CC=C(C(=O)O)C=C1)(=O)O (terephthalic acid). As a reaction SMILES: [C:1]([O-:12])(=[O:11])[C:2]1[CH:10]=[CH:9][C:5]([C:6]([O-:8])=[O:7])=[CH:4][CH:3]=1.[Na+].[Na+].Cl>>[C:1]([OH:12])(=[O:11])[C:2]1[CH:10]=[CH:9][C:5]([C:6]([OH:8])=[O:7])=[CH:4][CH:3]=1 |f:0.1.2|. Reported procedure: An aqueous solution of disodium terephthalate, passed through adsorption tower (4), was transferred to neutralization tank (5). Then, the solution was stirred by agitator (5a) in neutralization tank and added slowly with hydrochloric acid and incessantly until the pH of solution became 4.0. As a result of monitoring by SEM, the particle size of terephthalic acid formed from said neutralization process, its particle size (10 to 15 μm) was very small. Reactants: CI, CCOC(C)=O, COC(=O)c1cccc2c1NCCO2, [K+], [K+], O=C([O-])[O-], CN(C)C=O, O. Product: COC(=O)c1cccc2c1N(C)CCO2. RXN SMILES: [CH3:21][I:22].[CH3:29][CH2:30][O:31][C:32]([CH3:33])=[O:34].[CH3:7][O:8][C:9](=[O:10])[c:11]1[cH:12][cH:13][cH:14][c:15]2[c:16]1[NH:17][CH2:18][CH2:19][O:20]2.[K+:1].[K+:2].[O-:3][C:4]([O-:5])=[O:6].[O:24]=[CH:25][N:26]([CH3:27])[CH3:28].[OH2:23]>>[CH3:4][N:17]1[c:16]2[c:11]([C:9]([O:8][CH3:7])=[O:10])[cH:12][cH:13][cH:14][c:15]2[O:20][CH2:19][CH2:18]1. Starting materials: N1=C(C=CC=C1)C (picoline), N1CCNCC1 (piperazine), C(C)OC(=O)C1=CN(C2=CC(=C(C=C2C1=O)F)Cl)CC (1-ethyl-6-fluoro-7-chloro-4-oxo-1,4-dihydroquinoline-3-carboxylic acid ethyl ester). Reaction conditions: time 5 hour. The product is C(C)OC(=O)C1=CN(C2=CC(=C(C=C2C1=O)F)N1CCNCC1)CC (1-ethyl-6-fluoro-7-(1-piperazinyl)-4-oxo-1,4-dihydroquinoline-3-carboxylic acid ethyl ester). Yield: 79.0%. RXN SMILES: N1C=CC=CC=1C.[NH:8]1[CH2:13][CH2:12][NH:11][CH2:10][CH2:9]1.[CH2:14]([O:16][C:17]([C:19]1[C:28](=[O:29])[C:27]2[C:22](=[CH:23][C:24](Cl)=[C:25]([F:30])[CH:26]=2)[N:21]([CH2:32][CH3:33])[CH:20]=1)=[O:18])[CH3:15]>>[CH2:14]([O:16][C:17]([C:19]1[C:28](=[O:29])[C:27]2[C:22](=[CH:23][C:24]([N:8]3[CH2:13][CH2:12][NH:11][CH2:10][CH2:9]3)=[C:25]([F:30])[CH:26]=2)[N:21]([CH2:32][CH3:33])[CH:20]=1)=[O:18])[CH3:15]. Reported procedure: A mixture of 18 ml of picoline, 10.3 g of anhydrous piperazine, and 8.9 g of 1-ethyl-6-fluoro-7-chloro-4-oxo-1,4-dihydroquinoline-3-carboxylic acid ethyl ester was refluxed with stirring for 5 hrs. The reaction mixture was concentrated under reduced pressure, and the residue was treated by the same manner described in Example 1 to give 8.2 g (79% yield) of 1-ethyl-6-fluoro-7-(1-piperazinyl)-4-oxo-1,4-dihydroquinoline-3-carboxylic acid ethyl ester. mp: 178°-180° C.